Dataset: the Open Reaction Database (ORD), a public repository of structured organic reaction records. Task: describe an organic reaction: reactants, conditions, products, and yield Starting materials: Cl (hydrochloric acid), [Br-].[Mg+2].[Br-] (magnesium bromide), BrC1=C(C=CC=C1)C (2-bromotoluene), C(CCC)[Li] (n-butyllithium), CCCCCC (hexane), resultant solution, BrC1=CSC=C1 (3-bromothiophene), bis(1,2-diphenylphosphino)ethane nickel (II) chloride. The solvent is C(C)OCC (diethyl ether), O1CCCC1 (tetrahydrofuran), C(C)OCC (diethyl ether). Conditions: temperature -78 celsius, time 45 minute. The product is S1C=C(C=C1)C1=C(C=CC=C1)C (2-(3-Thienyl)toluene). As a reaction SMILES: Br[C:2]1[CH:7]=[CH:6][CH:5]=[CH:4][C:3]=1[CH3:8].C([Li])CCC.CCCCCC.[Br-].[Mg+2].[Br-].Br[C:24]1[CH:28]=[CH:27][S:26][CH:25]=1.Cl>O1CCCC1.C(OCC)C>[S:26]1[CH:27]=[CH:28][C:24]([C:2]2[CH:7]=[CH:6][CH:5]=[CH:4][C:3]=2[CH3:8])=[CH:25]1 |f:3.4.5|. Procedure: To a solution of 2-bromotoluene (11.7 mmol) in tetrahydrofuran (25 mL) at -78° C. under nitrogen was added n-butyllithium in hexane (11.7 mmol) and the resulting yellow suspension stirred for 45 minutes at -78° C. To this suspension at -78° C. was added magnesium bromide etherate (11.5 mmol) and after stirring for 15 minutes at -70° C., the reaction mixture was allowed to warm to ambient temperature over 45 minutes. The resultant solution was added at ambient temperature to a suspension of 3-bro... As a reaction SMILES: [CH2:30]1[CH2:31][CH2:32][CH:33]([N:34]=[C:35]=[N:36][CH:37]2[CH2:38][CH2:39][CH2:40][CH2:41][CH2:42]2)[CH2:43][CH2:44]1.[CH2:54]([Cl:55])[Cl:56].[CH3:1][C:2]1([CH3:17])[c:3]2[cH:4][cH:5][c:6]([C:14](=[O:15])[OH:16])[cH:7][c:8]2[C:9]([CH3:12])([CH3:13])[CH2:10][CH2:11]1.[CH3:45][N:46]([CH3:47])[c:48]1[cH:49][cH:50][n:51][cH:52][cH:53]1.[OH:18][c:19]1[cH:20][cH:21][c:22]([C:23](=[O:24])[O:25][CH2:26][CH3:27])[cH:28][cH:29]1>>[CH3:1][C:2]1([CH3:17])[c:3]2[cH:4][cH:5][c:6]([C:14](=[O:15])[O:16][c:19]3[cH:20][cH:21][c:22]([C:23](=[O:24])[O:25][CH2:26][CH3:27])[cH:28][cH:29]3)[cH:7][c:8]2[C:9]([CH3:12])([CH3:13])[CH2:10][CH2:11]1. Reactants: C(=NC1CCCCC1)=NC1CCCCC1, ClCCl, CC1(C)CCC(C)(C)c2cc(C(=O)O)ccc21, CN(C)c1ccncc1, CCOC(=O)c1ccc(O)cc1. Product: CCOC(=O)c1ccc(OC(=O)c2ccc3c(c2)C(C)(C)CCC3(C)C)cc1.